This data is from the Open Reaction Database (ORD), a public repository of structured organic reaction records. The task is: describe an organic reaction: reactants, conditions, products, and yield Starting materials: ClC1=C(C=CC=C1)S(=O)(=O)NCC=1SC(=CC1)C1=CC(=CC=C1)S(=O)(=O)C (2-chloro-N-[5-(3-methanesulfonyl-phenyl)-thiophen-2-ylmethyl]-benzenesulfonamide), C(C)(C)N(C(C)C)CC (N,N-diisopropyl ethyl amine), C(C1=CC=CC=C1)(=O)Cl (benzoyl chloride). Run in ClCCl (dichloromethane). Reaction conditions: time 8 hour. Product: C(C1=CC=CC=C1)(=O)N(S(=O)(=O)C1=C(C=CC=C1)Cl)CC=1SC(=CC1)C1=CC(=CC=C1)S(=O)(=O)C (N-benzoyl-2-chloro-N-[5-(3-methanesulfonyl-phenyl)-thiophen-2-ylmethyl]-benzenesulfonamide). The yield is 102.5%. As a reaction SMILES: [Cl:1][C:2]1[CH:7]=[CH:6][CH:5]=[CH:4][C:3]=1[S:8]([NH:11][CH2:12][C:13]1[S:14][C:15]([C:18]2[CH:23]=[CH:22][CH:21]=[C:20]([S:24]([CH3:27])(=[O:26])=[O:25])[CH:19]=2)=[CH:16][CH:17]=1)(=[O:10])=[O:9].C(N(CC)C(C)C)(C)C.[C:37](Cl)(=[O:44])[C:38]1[CH:43]=[CH:42][CH:41]=[CH:40][CH:39]=1>ClCCl>[C:37]([N:11]([CH2:12][C:13]1[S:14][C:15]([C:18]2[CH:23]=[CH:22][CH:21]=[C:20]([S:24]([CH3:27])(=[O:26])=[O:25])[CH:19]=2)=[CH:16][CH:17]=1)[S:8]([C:3]1[CH:4]=[CH:5][CH:6]=[CH:7][C:2]=1[Cl:1])(=[O:9])=[O:10])(=[O:44])[C:38]1[CH:43]=[CH:42][CH:41]=[CH:40][CH:39]=1. Procedure details: To a stirred solution of 2-chloro-N-[5-(3-methanesulfonyl-phenyl)-thiophen-2-ylmethyl]-benzenesulfonamide (example 4, step 2, 60 mg) in dichloromethane (0.5 mL) were added N,N-diisopropyl ethyl amine (21 mg) and benzoyl chloride (20 mg) at 0° C. The mixture was stirred at r.t. overnight. Ice cold water was added and the mixture was extracted with ethyl acetate. The organic phase was dried (MgSO4), filtered and concentrated under reduced pressure. The product was purified by chromatography (SiO2,... Reactants: FC1=C(C=CC(=C1)Br)NC(C1C=C(C(=O)O)CCC1)=O (N-(2-fluoro-4-bromophenyl)-3,4,5,6-tetrahydroisophthalamic acid), C1(CCCCC1)N=C=NC1CCCCC1 (dicyclohexylcarbodiimide). Solvent: C1(=CC=CC=C1)C (toluene). Run at time 2 hour. The product is FC1=C(C=CC(=C1)Br)N1C(C2=CC(C1=O)CCC2)=O (N-(2-fluoro-4-bromophenyl)-3,4,5,6-tetrahydroisophthalimide). Reaction SMILES: [F:1][C:2]1[CH:7]=[C:6]([Br:8])[CH:5]=[CH:4][C:3]=1[NH:9][C:10](=[O:20])[CH:11]1[CH2:19][CH2:18][CH2:17][C:13]([C:14]([OH:16])=O)=[CH:12]1.C1(N=C=NC2CCCCC2)CCCCC1>C1(C)C=CC=CC=1>[F:1][C:2]1[CH:7]=[C:6]([Br:8])[CH:5]=[CH:4][C:3]=1[N:9]1[C:10](=[O:20])[CH:11]2[CH2:19][CH2:18][CH2:17][C:13](=[CH:12]2)[C:14]1=[O:16]. Procedure details: N-(2-fluoro-4-bromophenyl)-3,4,5,6-tetrahydroisophthalamic acid (84.4 g) and dicyclohexylcarbodiimide (51.0 g) were added to toluene (600 ml) and the mixture was stirred at 0°-10° C. for 2 hours. The precipitate was removed and the filtrate was concentrated to dryness under reduced pressure. The oil was washed with n-hexane by decanting. The crystals were recovered by filtration and washed with a small quantity of cold n-hexane. Yield 36.4 g.; m.p. 45°-46° C. Reactants: C(C1=CC=CC=C1)OC(=O)N[C@@H](CCC(N)=O)C(=O)O (Nα -benzyloxycarbonyl-L-glutamine), CN(C=O)C (dimethylformamide), Cl.COC([C@@H](N)CC1=CNC2=CC=CC=C12)=O (L-tryptophan methyl ester hydrochloride), CN(C=O)C (dimethylformamide), C1(=CC=CC=C1)OP(OC1=CC=CC=C1)(=O)N=[N+]=[N-] (diphenylphosphorazidate). The solvent is C(C)N(CC)CC (triethylamine). Run at time 18 hour. Product: COC([C@@H](NC([C@@H](NC(=O)OCC1=CC=CC=C1)CCC(N)=O)=O)CC1=CNC2=CC=CC=C12)=O (Nα -benzyloxycarbonyl-L-glutaminyl-L-tryptophan methyl ester). RXN SMILES: [CH2:1]([O:8][C:9]([NH:11][C@H:12]([C:18]([OH:20])=O)[CH2:13][CH2:14][C:15](=[O:17])[NH2:16])=[O:10])[C:2]1[CH:7]=[CH:6][CH:5]=[CH:4][CH:3]=1.Cl.[CH3:22][O:23][C:24](=[O:37])[C@H:25]([CH2:27][C:28]1[C:36]2[C:31](=[CH:32][CH:33]=[CH:34][CH:35]=2)[NH:30][CH:29]=1)[NH2:26].CN(C)C=O.C1(OP(N=[N+]=[N-])(=O)OC2C=CC=CC=2)C=CC=CC=1>C(N(CC)CC)C>[CH3:22][O:23][C:24](=[O:37])[C@H:25]([CH2:27][C:28]1[C:36]2[C:31](=[CH:32][CH:33]=[CH:34][CH:35]=2)[NH:30][CH:29]=1)[NH:26][C:18](=[O:20])[C@H:12]([CH2:13][CH2:14][C:15](=[O:17])[NH2:16])[NH:11][C:9]([O:8][CH2:1][C:2]1[CH:3]=[CH:4][CH:5]=[CH:6][CH:7]=1)=[O:10] |f:1.2|. Reported procedure: To a stirred mixture of Nα -benzyloxycarbonyl-L-glutamine, 56 g., and L-tryptophan methyl ester hydrochloride, 56 g., in 300 ml. of dimethylformamide at 5° C. is added diphenylphosphorazidate, 47.5 ml., in 100 ml. of dimethylformamide dropwise over ten minutes followed by 61.6 ml. of triethylamine over one hour. The mixture is stirred in an ice bath for three hours and at room temperature for 18 hours. After evaporation the residue is dissolved in 1 l. of ethyl acetate and washed successively wi... Run in O1CCCC1 (tetrahydrofuran), O1CCCC1 (tetrahydrofuran), O1CCCC1 (tetrahydrofuran). The reactants are O=C1C(CN(C2=C(N1)C=CC=C2)C2=CC=CC=C2)NC(=O)OCC2=CC=CC=C2 (2-oxo-3-benzyloxycarbonylamino-5-phenyl-1,3,4,5-tetrahydro-2H-1,5-benzodiazepine), O (Water), BrCC(=O)OC(C)(C)C (Tert-butyl bromoacetate), resultant mixture, [H-].[Na+] (sodium hydride). Isolated yield 69.3%. Reaction SMILES: [O:1]=[C:2]1[NH:8][C:7]2[CH:9]=[CH:10][CH:11]=[CH:12][C:6]=2[N:5]([C:13]2[CH:18]=[CH:17][CH:16]=[CH:15][CH:14]=2)[CH2:4][CH:3]1[NH:19][C:20]([O:22][CH2:23][C:24]1[CH:29]=[CH:28][CH:27]=[CH:26][CH:25]=1)=[O:21].[H-].[Na+].Br[CH2:33][C:34]([O:36][C:37]([CH3:40])([CH3:39])[CH3:38])=[O:35].O>O1CCCC1>[C:37]([O:36][C:34]([CH2:33][N:8]1[C:7]2[CH:9]=[CH:10][CH:11]=[CH:12][C:6]=2[N:5]([C:13]2[CH:18]=[CH:17][CH:16]=[CH:15][CH:14]=2)[CH2:4][CH:3]([NH:19][C:20]([O:22][CH2:23][C:24]2[CH:25]=[CH:26][CH:27]=[CH:28][CH:29]=2)=[O:21])[C:2]1=[O:1])=[O:35])([CH3:40])([CH3:39])[CH3:38] |f:1.2|. Conditions: time 1 hour. Reported procedure: Under argon atmosphere a solution of 2-oxo-3-benzyloxycarbonylamino-5-phenyl-1,3,4,5-tetrahydro-2H-1,5-benzodiazepine (1.94 g) that obtained from Referential Example 3 in anhydrous tetrahydrofuran (30 ml) was added to a suspension of 60% sodium hydride (400 mg) in anhydrous tetrahydrofuran (30 ml) at 0° C., the mixture was stirred at room temperature for one hour. Tert-butyl bromoacetate (1.46 g) in anhydrous tetrahydrofuran (15 ml) to this solution, the resultant mixture was stirred at room tem... Yields the product C(C)(C)(C)OC(=O)CN1C(C(CN(C2=C1C=CC=C2)C2=CC=CC=C2)NC(=O)OCC2=CC=CC=C2)=O (1-tert-butoxycarbonylmethyl-2-oxo-3-benzyloxycarbonylamino-5-phenyl-1,3,4,5-tetrahydro-2H-1,5-benzodiazepine). As a reaction SMILES: [C:1]([CH3:2])(=[O:3])[O:4][CH:5]1[CH:6]([N:19]=[N+:20]=[N-:21])[O:7][CH2:8][CH:9]([O:15][C:16]([CH3:17])=[O:18])[CH:10]1[O:11][C:12]([CH3:13])=[O:14].[C:26].[CH3:24][OH:25].[H:22][H:23].[Pd:27]>>[C:1]([CH3:2])(=[O:3])[O:4][CH:5]1[CH:6]([NH2:19])[O:7][CH2:8][CH:9]([O:15][C:16]([CH3:17])=[O:18])[CH:10]1[O:11][C:12]([CH3:13])=[O:14]. Starting materials: CC(=O)OC1COC(N=[N+]=[N-])C(OC(C)=O)C1OC(C)=O, C, CO, [H][H], [Pd]. The product is CC(=O)OC1COC(N)C(OC(C)=O)C1OC(C)=O. The reactants are C(CC(O)(C(=O)O)CC(=O)O)(=O)O (citric acid), [H-].[Na+] (Sodium hydride), [Si](C1=CC=CC=C1)(C1=CC=CC=C1)(C(C)(C)C)OCCOC[C@@H](C(=O)NC1=NC=C(C=C1)C)O ((S)-3-(2-(tert-butyldiphenylsilyloxy)ethoxy)-2-hydroxy-N-(5-methylpyridin-2-yl)propanamide), ClC=1C2=C(N=CN1)N(N=N2)C2=C(C=CC=C2)Cl (7-chloro-3-(2-chlorophenyl)-3H-[1,2,3]triazolo[4,5-d]pyrimidine). Run in C1CCOC1 (THF). Reaction conditions: temperature 0 celsius, time 10 minute. Product: [Si](C1=CC=CC=C1)(C1=CC=CC=C1)(C(C)(C)C)OCCOC[C@@H](C(=O)NC1=NC=C(C=C1)C)OC=1C2=C(N=CN1)N(N=N2)C2=C(C=CC=C2)Cl ((2S)-3-(2-(tert-butyldiphenylsilyloxy)ethoxy)-2-(3-(2-chlorophenyl)-3H-[1,2,3]triazolo[4,5-d]pyrimidin-7-yloxy)-N-(5-methylpyridin-2-yl)propanamide). Isolated yield 91.0%. RXN SMILES: [H-].[Na+].[Si:3]([O:20][CH2:21][CH2:22][O:23][CH2:24][C@H:25]([OH:36])[C:26]([NH:28][C:29]1[CH:34]=[CH:33][C:32]([CH3:35])=[CH:31][N:30]=1)=[O:27])([C:16]([CH3:19])([CH3:18])[CH3:17])([C:10]1[CH:15]=[CH:14][CH:13]=[CH:12][CH:11]=1)[C:4]1[CH:9]=[CH:8][CH:7]=[CH:6][CH:5]=1.Cl[C:38]1[C:39]2[N:46]=[N:45][N:44]([C:47]3[CH:52]=[CH:51][CH:50]=[CH:49][C:48]=3[Cl:53])[C:40]=2[N:41]=[CH:42][N:43]=1.C(O)(=O)CC(CC(O)=O)(C(O)=O)O>C1COCC1>[Si:3]([O:20][CH2:21][CH2:22][O:23][CH2:24][C@H:25]([O:36][C:38]1[C:39]2[N:46]=[N:45][N:44]([C:47]3[CH:52]=[CH:51][CH:50]=[CH:49][C:48]=3[Cl:53])[C:40]=2[N:41]=[CH:42][N:43]=1)[C:26]([NH:28][C:29]1[CH:34]=[CH:33][C:32]([CH3:35])=[CH:31][N:30]=1)=[O:27])([C:16]([CH3:19])([CH3:18])[CH3:17])([C:10]1[CH:11]=[CH:12][CH:13]=[CH:14][CH:15]=1)[C:4]1[CH:5]=[CH:6][CH:7]=[CH:8][CH:9]=1 |f:0.1|. Procedure: Sodium hydride (50.1 mg, 1.25 mmol) was added to (S)-3-(2-(tert-butyldiphenylsilyloxy)ethoxy)-2-hydroxy-N-(5-methylpyridin-2-yl)propanamide (Intermediate AU2) (250 mg, 0.52 mmol) in anhydrous THF (5 mL) at 0° C. under nitrogen. The resulting solution was stirred at 0° C. for 10 minutes and then 7-chloro-3-(2-chlorophenyl)-3H-[1,2,3]triazolo[4,5-d]pyrimidine (Intermediate AP2) (278 mg, 1.04 mmol) was added. The reaction mixture was allowed to warm to room temperature and stirred for 1 hour. The r...